Dataset: the Open Reaction Database (ORD), a public repository of structured organic reaction records. Task: describe an organic reaction: reactants, conditions, products, and yield Starting materials: C(C)(C)(C)C=1C=C(CBr)C=C(C1O)C(C)(C)C (3,5-di-t-butyl-4-hydroxybenzyl bromide), ammonium salt, C1(CCCCC1)P(=S)(S)C1CCCCC1 (dicyclohexylphosphinodithioic acid). Yields the product C1(CCCCC1)P(=S)(SCC1=CC(=C(C(=C1)C(C)(C)C)O)C(C)(C)C)C1CCCCC1 (3,5-di-t-butyl-4-hydroxybenzyl dicyclohexylphosphinodithioate). As a reaction SMILES: [C:1]([C:5]1[CH:6]=[C:7]([CH:10]=[C:11]([C:14]([CH3:17])([CH3:16])[CH3:15])[C:12]=1[OH:13])[CH2:8]Br)([CH3:4])([CH3:3])[CH3:2].[CH:18]1([P:24]([CH:27]2[CH2:32][CH2:31][CH2:30][CH2:29][CH2:28]2)([SH:26])=[S:25])[CH2:23][CH2:22][CH2:21][CH2:20][CH2:19]1>>[CH:18]1([P:24]([CH:27]2[CH2:32][CH2:31][CH2:30][CH2:29][CH2:28]2)([S:26][CH2:8][C:7]2[CH:6]=[C:5]([C:1]([CH3:4])([CH3:3])[CH3:2])[C:12]([OH:13])=[C:11]([C:14]([CH3:17])([CH3:16])[CH3:15])[CH:10]=2)=[S:25])[CH2:19][CH2:20][CH2:21][CH2:22][CH2:23]1. Procedure: 3,5-di-t-butyl-4-hydroxybenzyl bromide was reacted with the ammonium salt of dicyclohexylphosphinodithioic acid to obtain 3,5-di-t-butyl-4-hydroxybenzyl dicyclohexylphosphinodithioate, m.p. 129°-131° C, which on testing lasted 475 hours* longer than the control. The total number of hours required to reach failure was 1.9 times that of the control. Reactants: 78.1, IC (iodomethane), O(CC)CC (1,1'-oxybisethane), [Li] (lithium), O(CC)CC (1,1'-oxybisethane), C1(=CC=CC=C1)NC1(CCN(CC1)CCC1=CC=CC=C1)C(=O)O (4-(phenylamino)-1-(2-phenylethyl)-4-piperidinecarboxylic acid), 300, 70, O(CC)CC (1,1'-oxybisethane). The solvent is O (water). Reaction conditions: time 30 minute. Product: C1(=CC=CC=C1)NC1(CCN(CC1)CCC1=CC=CC=C1)C(C)=O (1-[4-(phenylamino)-1-(2-phenylethyl)-4-piperidinyl]ethanone). As a reaction SMILES: IC.[O:3]([CH2:6][CH3:7])CC.[Li].[C:9]1([NH:15][C:16]2(C(O)=O)[CH2:21][CH2:20][N:19]([CH2:22][CH2:23][C:24]3[CH:29]=[CH:28][CH:27]=[CH:26][CH:25]=3)[CH2:18][CH2:17]2)[CH:14]=[CH:13][CH:12]=[CH:11][CH:10]=1>O>[C:9]1([NH:15][C:16]2([C:6](=[O:3])[CH3:7])[CH2:21][CH2:20][N:19]([CH2:22][CH2:23][C:24]3[CH:29]=[CH:28][CH:27]=[CH:26][CH:25]=3)[CH2:18][CH2:17]2)[CH:14]=[CH:13][CH:12]=[CH:11][CH:10]=1 |^1:7|. Procedure details: To start the reaction, a small amount of a solution of 78.1 parts of iodomethane in 70 parts of dry 1,1'-oxybisethane is dropped to a stirred solution of 6.9 parts of lithium in 70 parts of dry 1,1'-oxybisethane. After the addition of 70 parts of dry 1,1'-oxybisethane, the remainder of the solution is added dropwise at reflux temperature. Stirring at reflux is continued for 30 minutes. Then there are added portionwise 16.2 parts of 4-(phenylamino)-1-(2-phenylethyl)-4-piperidinecarboxylic acid (a... The reactants are C1COCCN1, CCO, CC(C)(C)OC(=O)N1CCC(n2cnc3c(Cl)nc(Cl)nc32)C1. The product is CC(C)(C)OC(=O)N1CCC(n2cnc3c(N4CCOCC4)nc(Cl)nc32)C1. RXN SMILES: [CH2:1]1[CH2:2][O:3][CH2:4][CH2:5][NH:6]1.[CH3:30][CH2:31][OH:32].[Cl:7][c:8]1[n:9][c:10]([Cl:29])[c:11]2[n:12][cH:13][n:14]([CH:17]3[CH2:18][N:19]([C:22](=[O:23])[O:24][C:25]([CH3:26])([CH3:27])[CH3:28])[CH2:20][CH2:21]3)[c:15]2[n:16]1>>[CH2:1]1[CH2:2][O:3][CH2:4][CH2:5][N:6]1[c:10]1[n:9][c:8]([Cl:7])[n:16][c:15]2[c:11]1[n:12][cH:13][n:14]2[CH:17]1[CH2:18][N:19]([C:22](=[O:23])[O:24][C:25]([CH3:26])([CH3:27])[CH3:28])[CH2:20][CH2:21]1. Starting materials: BrC1=NC=C(C=C1)C=O (2-Bromo-5-pyridinecarboxaldehyde), C(CO)O (ethylene glycol). Reagents/catalysts: C1(=CC=C(C=C1)S(=O)(=O)O)C (p-toluenesulfonic acid). Run in C1=CC=CC=C1 (benzene). Product: BrC1=NC=C(C=C1)C1OCCO1 (2-(2-Bromo-5-pyridyl)-1,3-dioxolane). The yield is 70.8%. RXN SMILES: [Br:1][C:2]1[CH:7]=[CH:6][C:5]([CH:8]=[O:9])=[CH:4][N:3]=1.[CH2:10](O)[CH2:11][OH:12]>C1C=CC=CC=1.C1(C)C=CC(S(O)(=O)=O)=CC=1>[Br:1][C:2]1[CH:7]=[CH:6][C:5]([CH:8]2[O:12][CH2:11][CH2:10][O:9]2)=[CH:4][N:3]=1. Procedure: A mixture of 2-bromo-5-pyridinecarboxaldehyde (2 Scheme 27, 12.0 g, 64.5 mmol) and ethylene glycol (5.4 mL, 96.8 mmol) and p-toluenesulfonic acid (100 mg) in benzene (150 mL) was refluxed in a Dean Stark apparatus for 16 h. The reaction mixture was cooled to room temperature, and the solution was extracted with cold water/ethyl acetate. The organic layer was dried (Na2SO4) and concentrated. The crude product was purified by column chromatography (1:4 ethyl acetate/hexanes) to afford a orange col... Starting materials: O=C([O-])[O-], C1CCNCC1, CC(C)CC(=O)c1ccccc1F, [K+], [K+], CN(C)C=O, O. Product: CC(C)CC(=O)c1ccccc1N1CCCCC1. RXN SMILES: [C:20](=[O:21])([O-:22])[O-:23].[CH2:14]1[CH2:15][CH2:16][NH:17][CH2:18][CH2:19]1.[CH2:1]([CH:2]([CH3:3])[CH3:4])[C:5](=[O:6])[c:7]1[c:8]([F:13])[cH:9][cH:10][cH:11][cH:12]1.[K+:24].[K+:25].[O:27]=[CH:28][N:29]([CH3:30])[CH3:31].[OH2:26]>>[CH2:1]([CH:2]([CH3:3])[CH3:4])[C:5](=[O:6])[c:7]1[c:8]([N:17]2[CH2:16][CH2:15][CH2:14][CH2:19][CH2:18]2)[cH:9][cH:10][cH:11][cH:12]1. Starting materials: CCCC[Sn](CCCC)(CCCC)c1ccccn1, O=C(Nc1cnc(-c2ccncc2Cl)c(Cl)n1)C1CC1, Cc1ccccc1C, c1ccc(P(c2ccccc2)(c2ccccc2)[Pd](P(c2ccccc2)(c2ccccc2)c2ccccc2)(P(c2ccccc2)(c2ccccc2)c2ccccc2)P(c2ccccc2)(c2ccccc2)c2ccccc2)cc1. Yields the product O=C(Nc1cnc(-c2ccncc2Cl)c(-c2ccccn2)n1)C1CC1. Reaction SMILES: [CH2:21]([Sn:22]([CH2:23][CH2:24][CH2:25][CH3:32])([c:26]1[n:27][cH:28][cH:29][cH:30][cH:31]1)[CH2:33][CH2:34][CH2:35][CH3:36])[CH2:37][CH2:38][CH3:39].[Cl:1][c:2]1[c:3](-[c:14]2[c:15]([Cl:20])[cH:16][n:17][cH:18][cH:19]2)[n:4][cH:5][c:6]([NH:8][C:9](=[O:10])[CH:11]2[CH2:12][CH2:13]2)[n:7]1.[c:117]1([CH3:118])[c:119]([CH3:120])[cH:121][cH:122][cH:123][cH:124]1.[cH:40]1[cH:41][cH:42][c:43]([P:44]([Pd:45]([P:46]([c:47]2[cH:48][cH:49][cH:50][cH:51][cH:52]2)([c:53]2[cH:54][cH:55][cH:56][cH:57][cH:58]2)[c:59]2[cH:60][cH:61][cH:62][cH:63][cH:64]2)([P:65]([c:66]2[cH:67][cH:68][cH:69][cH:70][cH:71]2)([c:72]2[cH:73][cH:74][cH:75][cH:76][cH:77]2)[c:78]2[cH:79][cH:80][cH:81][cH:82][cH:83]2)[P:84]([c:85]2[cH:86][cH:87][cH:88][cH:89][cH:90]2)([c:91]2[cH:92][cH:93][cH:94][cH:95][cH:96]2)[c:97]2[cH:98][cH:99][cH:100][cH:101][cH:102]2)([c:103]2[cH:104][cH:105][cH:106][cH:107][cH:108]2)[c:109]2[cH:110][cH:111][cH:112][cH:113][cH:114]2)[cH:115][cH:116]1>>[c:2]1(-[c:26]2[n:27][cH:28][cH:29][cH:30][cH:31]2)[c:3](-[c:14]2[c:15]([Cl:20])[cH:16][n:17][cH:18][cH:19]2)[n:4][cH:5][c:6]([NH:8][C:9](=[O:10])[CH:11]2[CH2:12][CH2:13]2)[n:7]1.